Dataset: the Open Reaction Database (ORD), a public repository of structured organic reaction records. Task: describe an organic reaction: reactants, conditions, products, and yield Starting materials: CN(C)CCCN(C)c1ccc(C(F)(F)F)cc1[N+](=O)[O-], CO. Yields the product CN(C)CCCN(C)c1ccc(C(F)(F)F)cc1N. RXN SMILES: [CH3:1][N:2]([CH2:3][CH2:4][CH2:5][N:6]([c:7]1[c:8]([N+:17]([O-:18])=[O:19])[cH:9][c:10]([C:13]([F:14])([F:15])[F:16])[cH:11][cH:12]1)[CH3:20])[CH3:21].[CH3:22][OH:23]>>[CH3:1][N:2]([CH2:3][CH2:4][CH2:5][N:6]([c:7]1[c:8]([NH2:17])[cH:9][c:10]([C:13]([F:14])([F:15])[F:16])[cH:11][cH:12]1)[CH3:20])[CH3:21]. The reactants are CN1S(C2=C(C(C1C(=O)OC)=O)C=CC=C2)(=O)=O (methyl 3,4-dihydro-2-methyl-4-oxo-2H-benzothiazine-3-carboxylate 1,1-dioxide), NC1=NC(=CC=C1)F (2-amino-6-fluoropyridine), C=1(C(=CC=CC1)C)C (xylene). The solvent is CO (methanol). Reaction conditions: time 8 hour. The product is FC1=CC=CC(=N1)NC(=O)C1N(S(C2=C(C1=O)C=CC=C2)(=O)=O)C (N-(6-fluoro-2-pyridyl)-3,4-dihydro-2-methyl-4-oxo-2H-1,2-benzothiazine-3-carboxamide 1,1-dioxide). Isolated yield 72.3%. As a reaction SMILES: [CH3:1][N:2]1[CH:7]([C:8]([O:10]C)=O)[C:6](=[O:12])[C:5]2[CH:13]=[CH:14][CH:15]=[CH:16][C:4]=2[S:3]1(=[O:18])=[O:17].[NH2:19][C:20]1[CH:25]=[CH:24][CH:23]=[C:22]([F:26])[N:21]=1.C1(C)C(C)=CC=CC=1>CO>[F:26][C:22]1[N:21]=[C:20]([NH:19][C:8]([CH:7]2[C:6](=[O:12])[C:5]3[CH:13]=[CH:14][CH:15]=[CH:16][C:4]=3[S:3](=[O:18])(=[O:17])[N:2]2[CH3:1])=[O:10])[CH:25]=[CH:24][CH:23]=1. Reported procedure: A mixture consisting of 7.68 g (0.0285 mole) of methyl 3,4-dihydro-2-methyl-4-oxo-2H-benzothiazine-3-carboxylate 1,1-dioxide, 4.8 g (0.0428 mole) of 2-amino-6-fluoropyridine, and 29 ml of xylene was refluxed for 17 hours, during which the methanol formed by this reaction was continuously distilled off. After the mixture was cooled by allowing it to stand overnight, the resulting precipitate was separated by filtration. The filtrate was concentrated and then cooled to obtain an additional precipi...